describe an organic reaction: reactants, conditions, products, and yield From a dataset of the Open Reaction Database (ORD), a public repository of structured organic reaction records. The product is COc1cc(N)ccc1-n1cnc(CO)c1. RXN SMILES: [CH3:1][O:2][c:3]1[c:4](-[n:12]2[cH:13][n:14][c:15]([CH2:17][OH:18])[cH:16]2)[cH:5][cH:6][c:7]([N+:9]([O-:10])=[O:11])[cH:8]1.[CH3:20][CH2:21][O:22][C:23](=[O:24])[CH3:25].[CH3:26][OH:27].[Cl-:19].[Na+:28].[OH:29][C:30](=[O:31])[O-:32]>>[CH3:1][O:2][c:3]1[c:4](-[n:12]2[cH:13][n:14][c:15]([CH2:17][OH:18])[cH:16]2)[cH:5][cH:6][c:7]([NH2:9])[cH:8]1. Reactants: COc1cc([N+](=O)[O-])ccc1-n1cnc(CO)c1, CCOC(C)=O, CO, [Cl-], [Na+], O=C([O-])O.